From a dataset of the Open Reaction Database (ORD), a public repository of structured organic reaction records. describe an organic reaction: reactants, conditions, products, and yield Reactants: Cl (hydrochloric acid), C(=O)NC1=CC=CC(=N1)C(C(=O)NC1[C@@H]2N(C(=C(CS2)C=C)C(=O)OC(C2=CC=CC=C2)C2=CC=CC=C2)C1=O)=NOCC(=O)OC(C)(C)C (benzhydryl 7-[2-(6-formamidopyridin-2-yl)-2-tert-butoxycarbonylmethoxyiminoacetamido]-3-vinyl-3-cephem-4-carboxylate), C([O-])(O)=O.[Na+] (sodium bicarbonate). The solvent is CO (methanol). Conditions: temperature 35 celsius. Yields the product NC1=CC=CC(=N1)C(C(=O)NC1[C@@H]2N(C(=C(CS2)C=C)C(=O)OC(C2=CC=CC=C2)C2=CC=CC=C2)C1=O)=NOCC(=O)OC(C)(C)C (benzhydryl 7-[2-(6-aminopyridin-2-yl)-2-tert-butoxycarbonylmethoxyiminoacetamido]-3-vinyl-3-cephem-4-carboxylate). Isolated yield 97.7%. RXN SMILES: C([NH:3][C:4]1[N:9]=[C:8]([C:10](=[N:41][O:42][CH2:43][C:44]([O:46][C:47]([CH3:50])([CH3:49])[CH3:48])=[O:45])[C:11]([NH:13][CH:14]2[C:39](=[O:40])[N:16]3[C:17]([C:23]([O:25][CH:26]([C:33]4[CH:38]=[CH:37][CH:36]=[CH:35][CH:34]=4)[C:27]4[CH:32]=[CH:31][CH:30]=[CH:29][CH:28]=4)=[O:24])=[C:18]([CH:21]=[CH2:22])[CH2:19][S:20][C@H:15]23)=[O:12])[CH:7]=[CH:6][CH:5]=1)=O.Cl.C(=O)(O)[O-].[Na+]>CO>[NH2:3][C:4]1[N:9]=[C:8]([C:10](=[N:41][O:42][CH2:43][C:44]([O:46][C:47]([CH3:50])([CH3:49])[CH3:48])=[O:45])[C:11]([NH:13][CH:14]2[C:39](=[O:40])[N:16]3[C:17]([C:23]([O:25][CH:26]([C:33]4[CH:34]=[CH:35][CH:36]=[CH:37][CH:38]=4)[C:27]4[CH:32]=[CH:31][CH:30]=[CH:29][CH:28]=4)=[O:24])=[C:18]([CH:21]=[CH2:22])[CH2:19][S:20][C@H:15]23)=[O:12])[CH:7]=[CH:6][CH:5]=1 |f:2.3|. Procedure details: To a suspension of benzhydryl 7-[2-(6-formamidopyridin-2-yl)-2-tert-butoxycarbonylmethoxyiminoacetamido]-3-vinyl-3-cephem-4-carboxylate (syn isomer) (4.8 g) in methanol (300 ml) was added conc. hydrochloric acid (2.88 ml), and the mixture was stirred at 35° C. for an hour. The reaction mixture was adjusted to pH 5.5 with 5% aqueous sodium bicarbonate, and the methanol was removed by distillation under reduced pressure, followed by extraction with ethyl acetate (300 ml). The extract was washed wi... Reactants: N1C(=O)NC(=O)CC1=O (barbituric acid), BrC=1C(=C(C=O)C=C(C1)Br)O (3,5-dibromo-2-hydroxybenzaldehyde). The solvent is C(C)(=O)O (acetic acid). Conditions: time 36 hour. Yields the product BrC=1C(=C(C=C2C(NC(NC2=O)=O)=O)C=C(C1)Br)O (5-(3,5-dibromo-2-hydroxybenzylidene) perhydropyrimidine-2,4,6-trione). Yield: 84.6%. Reaction SMILES: [NH:1]1[C:8](=[O:9])[CH2:7][C:5](=[O:6])[NH:4][C:2]1=[O:3].[Br:10][C:11]1[C:12]([OH:20])=[C:13]([CH:16]=[C:17]([Br:19])[CH:18]=1)[CH:14]=O>C(O)(=O)C>[Br:10][C:11]1[C:12]([OH:20])=[C:13]([CH:16]=[C:17]([Br:19])[CH:18]=1)[CH:14]=[C:7]1[C:5](=[O:6])[NH:4][C:2](=[O:3])[NH:1][C:8]1=[O:9]. Procedure details: 0.01 mol (1.28 g) of barbituric acid (5a) were dissolved in 25 ml of glacial acetic acid while heating. Then 0.011 mol (3.08 g) of 3,5-dibromo-2-hydroxybenzaldehyde (6a) were added to the obtained solution while stirring and the resulting reaction mixture was left at room temperature during 36 hours. The produced crystal product was filtered, washed with cold acetic acid, then washed with ether and air-dried. Thereby 3.3 g of product 1a were obtained in the form of yellow needle crystals with me... Starting materials: NCCN1N=CC(=C1)NC(=O)C=1N=COC1C=1C=C(C=CC1)C (N-(1-(2-aminoethyl)-1H-pyrazol-4-yl)-5-(m-tolyl)oxazole-4-carboxamide), N1C=NC(=C1)N (1H-imidazol-4-amine). The product is NCCN1C=NC(=C1)NC(=O)C=1N=COC1C=1C=C(C=CC1)C (N-(1-(2-Aminoethyl)-1H-imidazol-4-yl)-5-(m-tolyl)oxazole-4-carboxamide). RXN SMILES: [NH2:1][CH2:2][CH2:3][N:4]1[CH:8]=[C:7]([NH:9][C:10]([C:12]2[N:13]=[CH:14][O:15][C:16]=2[C:17]2[CH:18]=[C:19]([CH3:23])[CH:20]=[CH:21][CH:22]=2)=[O:11])C=N1.[NH:24]1C=C(N)N=[CH:25]1>>[NH2:1][CH2:2][CH2:3][N:4]1[CH:8]=[C:7]([NH:9][C:10]([C:12]2[N:13]=[CH:14][O:15][C:16]=2[C:17]2[CH:18]=[C:19]([CH3:23])[CH:20]=[CH:21][CH:22]=2)=[O:11])[N:24]=[CH:25]1. Procedure details: The title compound was synthesized according to above mentioned procedure for N-(1-(2-aminoethyl)-1H-pyrazol-4-yl)-5-(m-tolyl)oxazole-4-carboxamide, starting from 1H-imidazol-4-amine. LC-MS conditions B: tR=0.47 min, [M+H]+=312.29.